Dataset: the Open Reaction Database (ORD), a public repository of structured organic reaction records. Task: describe an organic reaction: reactants, conditions, products, and yield Reactants: N1C=NC=C1 (imidazole), C(C)(C)(C)[Si](Cl)(C)C (t-butyldimethylchlorosilane), FC=1C(=C(NC=C(C(=O)OCC)C(=O)OCC)C=CC1F)CC(C)O (Diethyl {3,4-Difluoro-2-(2-hydroxypropyl)anilino}methylenemalonate), N1C=NC=C1 (imidazole), C(C)(C)(C)[Si](Cl)(C)C (t-butyldimethylchlorosilane). Run in C(Cl)Cl (methylene chloride), C(Cl)Cl (methylene chloride). Conditions: time 2.5 hour. Product: FC=1C(=C(NC=C(C(=O)OCC)C(=O)OCC)C=CC1F)CC(C)O[Si](C)(C)C(C)(C)C (Diethyl {3,4-Difluoro-2-(2-t-butyldimethylsilyloxypropyl)anilino}methylenemalonate). Isolated yield 76.0%. RXN SMILES: [F:1][C:2]1[C:3]([CH2:22][CH:23]([OH:25])[CH3:24])=[C:4]([CH:18]=[CH:19][C:20]=1[F:21])[NH:5][CH:6]=[C:7]([C:13]([O:15][CH2:16][CH3:17])=[O:14])[C:8]([O:10][CH2:11][CH3:12])=[O:9].N1C=CN=C1.[C:31]([Si:35]([CH3:38])([CH3:37])Cl)([CH3:34])([CH3:33])[CH3:32]>C(Cl)Cl>[F:1][C:2]1[C:3]([CH2:22][CH:23]([O:25][Si:35]([C:31]([CH3:34])([CH3:33])[CH3:32])([CH3:38])[CH3:37])[CH3:24])=[C:4]([CH:18]=[CH:19][C:20]=1[F:21])[NH:5][CH:6]=[C:7]([C:13]([O:15][CH2:16][CH3:17])=[O:14])[C:8]([O:10][CH2:11][CH3:12])=[O:9]. Procedure details: 14.2 g (40 mmol) of the compound (151) and 3.27 g (48 mmol) of imidazole were added to 100 ml of methylene chloride, and 20 ml of methylene chloride containing 7.23 g (48 mmol) of t-butyldimethylchlorosilane was dropped to the solution through 30 minutes. After the solution was stirred for 2.5 hours at room temperature, it was heated at reflux for 2 hours. 3.27 g of imidazole and 7.23 g of t-butyldimethylchlorosilane were supplemented to the solution, and the solution was heated at reflux for 11... Starting materials: Nc1ncc(Br)s1, NC(=O)Oc1ccccc1, [Cu], F[B-](F)(F)F, [H+], O=N[O-], [Na+]. Product: O=[N+]([O-])c1ncc(Br)s1. As a reaction SMILES: [Br:11][c:12]1[cH:13][n:14][c:15]([NH2:17])[s:16]1.[C:1](=[O:2])([O:3][c:4]1[cH:5][cH:6][cH:7][cH:8][cH:9]1)[NH2:10].[Cu:28].[F:19][B-:20]([F:21])([F:22])[F:23].[H+:18].[N:24](=[O:25])[O-:26].[Na+:27]>>[Br:11][c:12]1[cH:13][n:14][c:15]([N+:24](=[O:25])[O-:26])[s:16]1. Starting materials: COC(CC(C)=O)=O (3-oxo-butyric acid methyl ester), R3—(CH2)m—NH2, [C@@H](C)(CC)N ((R)-sec-butylamine), FC(C=1C=C(C=C(C1)C(F)(F)F)C(CBr)=O)(F)F (1-(3,5-bis-trifluoromethyl-phenyl)-2-bromo-ethanone), FC=1C=C(CN)C=CC1 (3-fluorobenzylamine). Product: [C@@H](C)(CC)NC(=O)C1=C(N(C(=C1)C1=CC(=CC(=C1)C(F)(F)F)C(F)(F)F)CC1=CC(=CC=C1)F)C ((R)-5-(3,5-Bis-trifluoromethyl-phenyl)-1-(3-fluoro-benzyl)-2-methyl-1H-pyrrole-3-carboxylic acid sec-butylamide). RXN SMILES: C[O:2][C:3](=O)[CH2:4][C:5](=O)[CH3:6].[F:9][C:10]([F:26])([F:25])[C:11]1[CH:12]=[C:13]([C:21](=O)[CH2:22]Br)[CH:14]=[C:15]([C:17]([F:20])([F:19])[F:18])[CH:16]=1.[F:27][C:28]1[CH:29]=[C:30]([CH:33]=[CH:34][CH:35]=1)[CH2:31][NH2:32].[C@H:36]([NH2:40])([CH2:38][CH3:39])[CH3:37]>>[C@H:36]([NH:40][C:3]([C:4]1[CH:22]=[C:21]([C:13]2[CH:12]=[C:11]([C:10]([F:26])([F:25])[F:9])[CH:16]=[C:15]([C:17]([F:20])([F:19])[F:18])[CH:14]=2)[N:32]([CH2:31][C:30]2[CH:33]=[CH:34][CH:35]=[C:28]([F:27])[CH:29]=2)[C:5]=1[CH3:6])=[O:2])([CH2:38][CH3:39])[CH3:37]. Procedure details: The title compound was synthesized in analogy to Example 68, using 3-oxo-butyric acid methyl ester as compound of formula R, 1-(3,5-bis-trifluoromethyl-phenyl)-2-bromo-ethanone as compound of formula S, 3-fluorobenzylamine as R3—(CH2)m—NH2 and (R)-sec-butylamine as R1R2NH, MS (ISP) 501.2 (M+H)+. The reactants are C1(=CC=CC=C1)C=1OC(=C(N1)CO)C(F)(F)F ([2-Phenyl-5-(trifluoromethyl)-1,3-oxazol-4-yl]methanol), S(=O)(Cl)Cl (thionyl chloride). Run at time 48 hour. Product: ClCC=1N=C(OC1C(F)(F)F)C1=CC=CC=C1 (4-(Chloromethyl)-2-phenyl-5-(trifluoromethyl)-1,3-oxazole). As a reaction SMILES: [C:1]1([C:7]2[O:8][C:9]([C:14]([F:17])([F:16])[F:15])=[C:10]([CH2:12]O)[N:11]=2)[CH:6]=[CH:5][CH:4]=[CH:3][CH:2]=1.S(Cl)([Cl:20])=O>>[Cl:20][CH2:12][C:10]1[N:11]=[C:7]([C:1]2[CH:6]=[CH:5][CH:4]=[CH:3][CH:2]=2)[O:8][C:9]=1[C:14]([F:17])([F:16])[F:15]. Procedure: 359 mg (1.137 mmol, 76% purity) of the compound from Example 23A are initially charged in 0.63 ml (8.64 mmol) of thionyl chloride. The reaction mixture is stirred at RT for 48 h. After concentration on a rotary evaporator, the residue is taken up in 10 ml of ethyl acetate and washed once with 5 ml of sat. aqueous sodium bicarbonate solution. The organic phase is dried over magnesium sulfate. After filtration, the solvent is removed on a rotary evaporator. The residue is purified by column chroma... The reactants are CC(C)CCNC(=O)c1ccc(N2CCNCC2)nn1, Cn1nc(C(=O)O)c(C(F)(F)F)n1. Product: CC(C)CCNC(=O)c1ccc(N2CCN(C(=O)c3nn(C)nc3C(F)(F)F)CC2)nn1. RXN SMILES: [CH3:14][CH:15]([CH2:16][CH2:17][NH:18][C:19](=[O:20])[c:21]1[n:22][n:23][c:24]([N:27]2[CH2:28][CH2:29][NH:30][CH2:31][CH2:32]2)[cH:25][cH:26]1)[CH3:33].[CH3:1][n:2]1[n:3][c:4]([C:10]([F:11])([F:12])[F:13])[c:5]([C:7](=[O:8])[OH:9])[n:6]1>>[CH3:1][n:2]1[n:3][c:4]([C:10]([F:11])([F:12])[F:13])[c:5]([C:7](=[O:9])[N:30]2[CH2:29][CH2:28][N:27]([c:24]3[n:23][n:22][c:21]([C:19]([NH:18][CH2:17][CH2:16][CH:15]([CH3:14])[CH3:33])=[O:20])[cH:26][cH:25]3)[CH2:32][CH2:31]2)[n:6]1. Starting materials: ClCCCOC1=CC=C(C=C1)CC=O ([4-(3-chloropropoxy)phenyl]acetaldehyde), O.C(C=O)(=O)O (glyoxalic acid hydrate), Cl.N1CCOCC1 (morpholine hydrochloride), O (water). Run in O1CCOCC1 (dioxane). The product is ClCCCOC1=CC=C(C=C1)C1=CC(OC1O)=O (4-[4-(3-Chloro-propoxy)-phenyl]-5-hydroxy-5H-furan-2-one). As a reaction SMILES: O.[C:2]([OH:6])(=[O:5])[CH:3]=O.Cl.N1CC[O:11][CH2:10][CH2:9]1.O.[Cl:15][CH2:16][CH2:17][CH2:18][O:19][C:20]1[CH:25]=[CH:24][C:23](CC=O)=[CH:22][CH:21]=1>O1CCOCC1>[Cl:15][CH2:16][CH2:17][CH2:18][O:19][C:20]1[CH:25]=[CH:24][C:23]([C:3]2[CH:2]([OH:6])[O:5][C:10](=[O:11])[CH:9]=2)=[CH:22][CH:21]=1 |f:0.1,2.3|. Procedure details: A suspension of glyoxalic acid hydrate (3.04 g, 33.1 mmol) and morpholine hydrochloride (4.09 g, 33.1 mmol) in dioxane (48 mL) was stirred as 4.5 mL of water was added. To the homogeneous solution [4-(3-chloropropoxy)phenyl]acetaldehyde (6.70 g, 31.5 mmol) was then added and the solution was stirred at reflux for 24 h. The solvent was evaporated and 50 mL of water was added. The solid was collected and washed with water to give 8.3 g (98%): MS m/z 251 (M−17+H). Starting materials: C1OC2=CC(=C(C=C2O1)CC(=O)OC)C(C1=CC(=C(C=C1)[N+](=O)[O-])OC)=O (methyl 4,5-methylenedioxy-2-(3-methoxy-4-nitrobenzoyl)phenylacetate), O.NN (hydrazine hydrate), C(C)O (ethanol). The product is C1OC=2C(=CC3=C(CC(NN=C3C3=CC(=C(C=C3)[N+](=O)[O-])OC)=O)C2)O1 (7,8-Methylenedioxy-1-(3-methoxy-4-nitrophenyl)-3,5-dihydro-2,3-benzodiazepin-4(4H)-one). RXN SMILES: [CH2:1]1[O:9][C:8]2[C:3](=[CH:4][C:5]([C:15](=O)[C:16]3[CH:21]=[CH:20][C:19]([N+:22]([O-:24])=[O:23])=[C:18]([O:25][CH3:26])[CH:17]=3)=[C:6]([CH2:10][C:11](OC)=[O:12])[CH:7]=2)[O:2]1.O.[NH2:29][NH2:30].C(O)C>>[CH2:1]1[O:2][C:3]2=[CH:4][C:5]3[C:15]([C:16]4[CH:21]=[CH:20][C:19]([N+:22]([O-:24])=[O:23])=[C:18]([O:25][CH3:26])[CH:17]=4)=[N:30][NH:29][C:11](=[O:12])[CH2:10][C:6]=3[CH:7]=[C:8]2[O:9]1 |f:1.2|. Reported procedure: The title compound was prepared from methyl 4,5-methylenedioxy-2-(3-methoxy-4-nitrobenzoyl)phenylacetate (1.2 g, 3.2 mmol) and hydrazine hydrate (0.6 mL, 11 mmol) in ethanol (15 mL) as a yellow solid (0.53 g, 1.5 mmol, 47%), mp: 267°-269° C. 1H NMR (CDCl3) 8.60 (s, 1H), 7.86 (d, J=8.5, 1H), 7.49 (d, J=1.5, 1H), 7.13 (dd, J=8.5, 1.5, 1H), 6.85 (s, 1H), 6.59 (s, 1H), 6.06 (s, 2H), 4.01 (s, 3H), 3.48 (s, 2H). Anal. Calcd. for C17H13N3O6 : C, 57.47; H, 3.69; N, 11.83. Found: C, 57.07; H, 3.42; N, 12... Starting materials: CCO, Cl, Cl, N=C(N)Nc1nc(-c2cccc(CN3C(=O)c4ccccc4C3=O)c2)cs1, [Na+], [OH-], O. Yields the product N=C(N)Nc1nc(-c2cccc(CN)c2)cs1. RXN SMILES: [CH3:31][CH2:32][OH:33].[ClH:1].[ClH:29].[NH:2]([C:3](=[NH:4])[NH2:5])[c:6]1[s:7][cH:8][c:9](-[c:11]2[cH:12][c:13]([CH2:17][N:18]3[C:19](=[O:20])[c:21]4[cH:22][cH:23][cH:24][cH:25][c:26]4[C:27]3=[O:28])[cH:14][cH:15][cH:16]2)[n:10]1.[Na+:35].[OH-:34].[OH2:30]>>[NH:2]([C:3](=[NH:4])[NH2:5])[c:6]1[s:7][cH:8][c:9](-[c:11]2[cH:12][c:13]([CH2:17][NH2:18])[cH:14][cH:15][cH:16]2)[n:10]1.